Dataset: the Open Reaction Database (ORD), a public repository of structured organic reaction records. Task: describe an organic reaction: reactants, conditions, products, and yield The reactants are CC1(C)OC(=O)CC(=O)O1, CCO, CCOC(OCC)OCC, Nc1cncc(Br)c1. The product is CC1(C)OC(=O)C(C=Nc2cncc(Br)c2)C(=O)O1. Reaction SMILES: [CH3:11][C:12]1([CH3:20])[O:13][C:14](=[O:19])[CH2:15][C:16](=[O:18])[O:17]1.[CH3:29][CH2:30][OH:31].[CH:1]([O:2][CH2:3][CH3:4])([O:5][CH2:6][CH3:7])[O:8][CH2:9][CH3:10].[NH2:21][c:22]1[cH:23][n:24][cH:25][c:26]([Br:28])[cH:27]1>>[CH:1]([CH:15]1[C:14](=[O:19])[O:13][C:12]([CH3:11])([CH3:20])[O:17][C:16]1=[O:18])=[N:21][c:22]1[cH:23][n:24][cH:25][c:26]([Br:28])[cH:27]1. Reactants: NC=1C(=CC(=C(C1)C(F)(F)F)Br)Cl (5-amino-2-bromo-4-chlorobenzotrifluoride), FC1=NC=C(C=C1)C(=O)Cl (2-fluoropyridine-5-carbonyl chloride). Reagents/catalysts: CC(=O)N(C)C (DMA). Solvent: C(Cl)Cl (DCM), C(Cl)Cl (DCM). The product is BrC1=CC(=C(C=C1C(F)(F)F)NC(C1=CN=C(C=C1)F)=O)Cl (N-(4-bromo-2-chloro-5-trifluoromethyl-phenyl)-6-fluoro-nicotinamide). As a reaction SMILES: [NH2:1][C:2]1[C:3]([Cl:13])=[CH:4][C:5]([Br:12])=[C:6]([C:8]([F:11])([F:10])[F:9])[CH:7]=1.[F:14][C:15]1[CH:20]=[CH:19][C:18]([C:21](Cl)=[O:22])=[CH:17][N:16]=1>C(Cl)Cl.CC(N(C)C)=O>[Br:12][C:5]1[C:6]([C:8]([F:9])([F:10])[F:11])=[CH:7][C:2]([NH:1][C:21](=[O:22])[C:18]2[CH:19]=[CH:20][C:15]([F:14])=[N:16][CH:17]=2)=[C:3]([Cl:13])[CH:4]=1. Procedure details: To a solution of 5-amino-2-bromo-4-chlorobenzotrifluoride (466 mg, 1.70 mmol) dissolved in DCM (1 mL) was slowly added a solution of 2-fluoropyridine-5-carbonyl chloride (270 mg, 1.70 mmol) in DCM (1 mL). A few drops of DMA were added and the reaction mixture was concentrated to form N-(4-bromo-2-chloro-5-trifluoromethyl-phenyl)-6-fluoro-nicotinamide as a purple solid. The reactants are ClCCC(COC1=CC=C(C=C1)F)O (4-chloro-1-(4-fluorophenoxy)-2-butanol), N1=C(C=CC=C1)N1CCNCC1 (1-(2-pyridyl)piperazine), C([O-])([O-])=O.[Na+].[Na+] (sodium carbonate), [I-].[K+] (potassium iodide). Solvent: CC(C)O (2-propanol), C(CCC)O (1-butanol). Product: Cl.Cl.FC1=CC=C(OCC(CCN2CCN(CC2)C2=NC=CC=C2)O)C=C1 (1-(4-Fluorophenoxy)-4-[4-(2-pyridinyl)-1-piperazinyl]-2-butanol dihydrochloride), Cl (hydrogen chloride). Reaction SMILES: [Cl:1][CH2:2][CH2:3][CH:4]([OH:14])[CH2:5][O:6][C:7]1[CH:12]=[CH:11][C:10]([F:13])=[CH:9][CH:8]=1.[N:15]1[CH:20]=[CH:19][CH:18]=[CH:17][C:16]=1[N:21]1[CH2:26][CH2:25][NH:24][CH2:23][CH2:22]1.C(=O)([O-])[O-].[Na+].[Na+].[I-].[K+]>CC(O)C.C(O)CCC>[ClH:1].[ClH:1].[F:13][C:10]1[CH:11]=[CH:12][C:7]([O:6][CH2:5][CH:4]([OH:14])[CH2:3][CH2:2][N:24]2[CH2:25][CH2:26][N:21]([C:16]3[CH:17]=[CH:18][CH:19]=[CH:20][N:15]=3)[CH2:22][CH2:23]2)=[CH:8][CH:9]=1.[ClH:1] |f:2.3.4,5.6,9.10.11|. Procedure details: This compound was prepared according to the procedure of Example 97. A mixture of 6.6 g (0.03 mole) of 4-chloro-1-(4-fluorophenoxy)-2-butanol, 4.9 g (0.03 mole) of 1-(2-pyridyl)piperazine, 16.0 g (0.15 mole) of anhydrous sodium carbonate and 0.3 g of potassium iodide in a total volume of 200 ml of 1-butanol gave a golden oil as residue. The hydrochloride was formed in 2-propanol saturated with hydrogen chloride and the collected solid was recrystallized from methanol/water to give 9.0 g (72%) of... The reactants are ClC=1C=C(C(=C(C1)C1=CC2=C(C(CO2)NC(=O)C2(CC2)N)C=C1)C1=NOC(=N1)C)F (1-Amino-cyclopropanecarboxylic acid{(rac)-6-[5-chloro-3-fluoro-2-(5-methyl-[1,2,4]oxadiazol-3-yl)-phenyl]-2,3-dihydro-benzofuran-3-yl}-amide), N1=NC=C(C=C1)C(=O)O (pyridazine-4-carboxylic acid). Yields the product ClC=1C=C(C(=C(C1)C1=CC2=C(C(CO2)NC(=O)C2(CC2)NC(=O)C2=CN=NC=C2)C=C1)C1=NOC(=N1)C)F (Pyridazine-4-carboxylic acid(1-{(rac)-6-[5-chloro-3-fluoro-2-(5-methyl-[1,2,4]oxadiazol-3-yl)-phenyl]-2,3-dihydro-benzofuran-3-ylcarbamoyl}-cyclopropyl)-amide). RXN SMILES: [Cl:1][C:2]1[CH:3]=[C:4]([F:30])[C:5]([C:24]2[N:28]=[C:27]([CH3:29])[O:26][N:25]=2)=[C:6]([C:8]2[CH:23]=[CH:22][C:11]3[CH:12]([NH:15][C:16]([C:18]4([NH2:21])[CH2:20][CH2:19]4)=[O:17])[CH2:13][O:14][C:10]=3[CH:9]=2)[CH:7]=1.[N:31]1[CH:36]=[CH:35][C:34]([C:37](O)=[O:38])=[CH:33][N:32]=1>>[Cl:1][C:2]1[CH:3]=[C:4]([F:30])[C:5]([C:24]2[N:28]=[C:27]([CH3:29])[O:26][N:25]=2)=[C:6]([C:8]2[CH:23]=[CH:22][C:11]3[CH:12]([NH:15][C:16]([C:18]4([NH:21][C:37]([C:34]5[CH:35]=[CH:36][N:31]=[N:32][CH:33]=5)=[O:38])[CH2:20][CH2:19]4)=[O:17])[CH2:13][O:14][C:10]=3[CH:9]=2)[CH:7]=1. Procedure details: In analogy to the procedure described for the preparation of intermediate A-1 [B], 1-amino-cyclopropanecarboxylic acid{(rac)-6-[5-chloro-3-fluoro-2-(5-methyl-[1,2,4]oxadiazol-3-yl)-phenyl]-2,3-dihydro-benzofuran-3-yl}-amide (example 45) has been coupled with pyridazine-4-carboxylic acid to yield the title compound as yellow solid. MS: 535.1 (MH+, 1Cl). Starting materials: [N+](=O)(OC[C@@H](CCCCO)O[N+](=O)[O-])[O-] ((2R)-6-hydroxyhexane-1,2-diyl dinitrate), I(=O)(=O)(=O)[O-].[Na+] (sodium periodate), C(C)#N (acetonitrile), C(Cl)(Cl)Cl (chloroform). Reagents/catalysts: O.[Ru]=O (Ruthenium oxide hydrate). The solvent is ClCCl (dichloromethane), CO (methanol), O (water). Reaction conditions: time 16 hour. Yields the product [N+](=O)([O-])O[C@H](CCCC(=O)O)CO[N+](=O)[O-] ((5R)-5,6-bis(nitrooxy)hexanoic acid). As a reaction SMILES: [N+:1]([O-:15])([O:3][CH2:4][C@H:5]([O:11][N+:12]([O-:14])=[O:13])[CH2:6][CH2:7][CH2:8][CH2:9][OH:10])=[O:2].I([O-])(=O)(=O)=[O:17].[Na+].C(#N)C.C(Cl)(Cl)Cl>O.ClCCl.O.[Ru]=O.CO>[N+:12]([O:11][C@@H:5]([CH2:4][O:3][N+:1]([O-:15])=[O:2])[CH2:6][CH2:7][CH2:8][C:9]([OH:17])=[O:10])([O-:14])=[O:13] |f:1.2,7.8|. Reported procedure: A mixture of (2R)-6-hydroxyhexane-1,2-diyl dinitrate (13.5 g, 60.2 mmol) and sodium periodate (38.74 g, 181 mmol) was suspended in a mixture of water (250 mL), acetonitrile (250 mL), and chloroform (250 mL). Ruthenium oxide hydrate (0.813 g, 6.11 mmol) was then added, turning the reaction bright yellow. After 16 hours, the reaction mixture was concentrated in vacuo to remove the organic solvents. The residue was extracted with dichloromethane (3×200 mL), and the combined organic extracts were wa...